Dataset: the Open Reaction Database (ORD), a public repository of structured organic reaction records. Task: describe an organic reaction: reactants, conditions, products, and yield Starting materials: C(C)P(O)(=O)CCO (ethyl(2-hydroxyethyl)-phosphinic acid), C1CO1 (ethylene oxide), [OH-].[K+] (KOH), C1CO1 (ethylene oxide). Run in O (water). The product is C(C)P(OCCO)(=O)CCO (2-hydroxyethyl ethyl(2-hydroxyethyl)phosphinate). Yield: 95.0%. As a reaction SMILES: [CH2:1]([P:3]([CH2:6][CH2:7][OH:8])(=[O:5])[OH:4])[CH3:2].[CH2:9]1[O:11][CH2:10]1.[OH-].[K+]>O>[CH2:1]([P:3]([CH2:6][CH2:7][OH:8])(=[O:4])[O:5][CH2:9][CH2:10][OH:11])[CH3:2] |f:2.3|. Reported procedure: A 500 ml five-neck flask equipped with gas inlet tube, thermometer, high-performance stirrer and reflux condenser with gas incineration is charged with 138 g (1 mol) of ethyl(2-hydroxyethyl)phosphinic acid (produced as in Example 8) and ethylene oxide is passed in. A reaction temperature of 70° C. is set, followed by further reaction for 1 h. The ethylene oxide takeup is 64.8 g. The acid number of the product is less than 1 mg KOH/g. 173 g (95% of theory) of 2-hydroxyethyl ethyl(2-hydroxyethyl)p...